From a dataset of the Open Reaction Database (ORD), a public repository of structured organic reaction records. describe an organic reaction: reactants, conditions, products, and yield The reactants are NC1[C@@H]2N(C(=C(CS2)C(CCO)SC2=NN=NN2)C(=O)O)C1=O (7-amino-3-[1-(2-hydroxyethyl)-1H-tetrazol-5-ylthiomethyl]-3-cephem-4-carboxylic acid), C[Si](C)(C)CC(=O)N (trimethylsilylacetamide), C(=O)NC=1SC=C(N1)C(C(=O)O)=NOCCOC=O (2-(2-formamidothiazol-4-yl)-2-(2-formyloxyethoxyimino)acetic acid), P(=O)(Cl)(Cl)Cl (phosphoryl chloride). The solvent is C(C)(=O)OCC (ethyl acetate), C(C)(=O)OCC (ethyl acetate), CN(C=O)C (dimethylformamide). Yields the product C(=O)NC=1SC=C(N1)C(C(=O)NC1[C@@H]2N(C(=C(CS2)C(CCO)SC2=NN=NN2)C(=O)O)C1=O)=NOCCOC=O (7-[2-(2-formamidothiazol-4-yl)-2-(2-formyloxyethoxyimino)acetamido]-3-[1-(2-hydroxyethyl)-1H-tetrazol-5-ylthiomethyl]-3-cephem-4-carboxylic acid). The yield is 31.4%. RXN SMILES: [NH2:1][CH:2]1[C:22](=[O:23])[N:4]2[C:5]([C:19]([OH:21])=[O:20])=[C:6]([CH:9]([S:13][C:14]3[NH:18][N:17]=[N:16][N:15]=3)[CH2:10][CH2:11][OH:12])[CH2:7][S:8][C@H:3]12.C[Si](CC(N)=O)(C)C.[CH:32]([NH:34][C:35]1[S:36][CH:37]=[C:38]([C:40](=[N:44][O:45][CH2:46][CH2:47][O:48][CH:49]=[O:50])[C:41](O)=[O:42])[N:39]=1)=[O:33].P(Cl)(Cl)(Cl)=O>C(OCC)(=O)C.CN(C)C=O>[CH:32]([NH:34][C:35]1[S:36][CH:37]=[C:38]([C:40](=[N:44][O:45][CH2:46][CH2:47][O:48][CH:49]=[O:50])[C:41]([NH:1][CH:2]2[C:22](=[O:23])[N:4]3[C:5]([C:19]([OH:21])=[O:20])=[C:6]([CH:9]([S:13][C:14]4[NH:15][N:16]=[N:17][N:18]=4)[CH2:10][CH2:11][OH:12])[CH2:7][S:8][C@H:3]23)=[O:42])[N:39]=1)=[O:33]. Reported procedure: A solution of 7-amino-3-[1-(2-hydroxyethyl)-1H-tetrazol-5-ylthiomethyl]-3-cephem-4-carboxylic acid (2.0 g) and trimethylsilylacetamide (5.9 g) in dry ethyl acetate (40 ml) and a solution of 2-(2-formamidothiazol-4-yl)-2-(2-formyloxyethoxyimino)acetic acid (syn isomer, 1.8 g), dry dimethylformamide (0.5 g) and phosphoryl chloride (1.0 g) in dry ethyl acetate (22.0 ml) were treated in a similar manner to that of Example 1-(1) to give 7-[2-(2-formamidothiazol-4-yl)-2-(2-formyloxyethoxyimino)acetami... Reactants: ClC1=NC(=C2N=CN(C2=N1)C1CCCC1)Cl (2,6-dichloro-9-cyclopentylpurine), COCCOCCCN (3-(2-methoxyethoxy)propylamine). The solvent is C(C)N(CC)CC (triethylamine). The product is ClC1=NC(=C2N=CN(C2=N1)C1CCCC1)NCCCOCCOC (2-Chloro-6-[3-(2-methoxyethoxy)propylamino]-9-cyclopentylpurine). As a reaction SMILES: [Cl:1][C:2]1[N:10]=[C:9]2[C:5]([N:6]=[CH:7][N:8]2[CH:11]2[CH2:15][CH2:14][CH2:13][CH2:12]2)=[C:4](Cl)[N:3]=1.[CH3:17][O:18][CH2:19][CH2:20][O:21][CH2:22][CH2:23][CH2:24][NH2:25]>C(N(CC)CC)C>[Cl:1][C:2]1[N:10]=[C:9]2[C:5]([N:6]=[CH:7][N:8]2[CH:11]2[CH2:15][CH2:14][CH2:13][CH2:12]2)=[C:4]([NH:25][CH2:24][CH2:23][CH2:22][O:21][CH2:20][CH2:19][O:18][CH3:17])[N:3]=1. Reported procedure: 2-Chloro-6-[3-(2-methoxyethoxy)propylamino]-9-cyclopentylpurine is prepared from 2,6-dichloro-9-cyclopentylpurine, 3-(2-methoxyethoxy)propylamine, and triethylamine essentially as described above in Example 1, Scheme A, step b.